Dataset: the Open Reaction Database (ORD), a public repository of structured organic reaction records. Task: describe an organic reaction: reactants, conditions, products, and yield The reactants are FC(C=1C=C(CN(C2=NC=C(C=N2)N2CCOCC2)CC2=C(C=CC(=C2)C(F)(F)F)N(CCC(=O)OC(C)(C)C)CC)C=C(C1)C(F)(F)F)(F)F (Tert-butyl 3-[(2-{[(3,5-bis-trifluoromethyl-benzyl)-(5-morpholin-4-yl-pyrimidin-2-yl)-amino]-methyl}-4-trifluoromethyl-phenyl)-ethyl-amino]-propionate), C([O-])(O)=O.[Na+] (sodium bicarbonate). Run in C(C)(=O)OCC (ethyl acetate), Cl (hydrochloric acid), C(C)(=O)OCC (ethyl acetate). Reaction conditions: time 2 hour. Yields the product FC(C=1C=C(CN(C2=NC=C(C=N2)N2CCOCC2)CC2=C(C=CC(=C2)C(F)(F)F)N(CCC(=O)O)CC)C=C(C1)C(F)(F)F)(F)F (3-[(2-{[(3,5-bis-trifluoromethyl-benzyl)-(5-morpholin-4-yl-pyrimidin-2-yl)-amino]-methyl}-4-trifluoromethyl-phenyl)-ethyl-amino]-propionic acid). Reaction SMILES: [F:1][C:2]([F:51])([F:50])[C:3]1[CH:4]=[C:5]([CH:43]=[C:44]([C:46]([F:49])([F:48])[F:47])[CH:45]=1)[CH2:6][N:7]([CH2:20][C:21]1[CH:26]=[C:25]([C:27]([F:30])([F:29])[F:28])[CH:24]=[CH:23][C:22]=1[N:31]([CH2:41][CH3:42])[CH2:32][CH2:33][C:34]([O:36]C(C)(C)C)=[O:35])[C:8]1[N:13]=[CH:12][C:11]([N:14]2[CH2:19][CH2:18][O:17][CH2:16][CH2:15]2)=[CH:10][N:9]=1.C(=O)(O)[O-].[Na+]>Cl.C(OCC)(=O)C>[F:51][C:2]([F:1])([F:50])[C:3]1[CH:4]=[C:5]([CH:43]=[C:44]([C:46]([F:47])([F:49])[F:48])[CH:45]=1)[CH2:6][N:7]([CH2:20][C:21]1[CH:26]=[C:25]([C:27]([F:28])([F:29])[F:30])[CH:24]=[CH:23][C:22]=1[N:31]([CH2:41][CH3:42])[CH2:32][CH2:33][C:34]([OH:36])=[O:35])[C:8]1[N:13]=[CH:12][C:11]([N:14]2[CH2:15][CH2:16][O:17][CH2:18][CH2:19]2)=[CH:10][N:9]=1 |f:1.2|. Reported procedure: Tert-butyl 3-[(2-{[(3,5-bis-trifluoromethyl-benzyl)-(5-morpholin-4-yl-pyrimidin-2-yl)-amino]-methyl}-4-trifluoromethyl-phenyl)-ethyl-amino]-propionate (which is prepared by treating the corresponding starting compound in a same manner as in Example 12(1)-(4)) (205 mg) is dissolved in a 4N-hydrochloric acid in ethyl acetate (5 ml) and the mixture is stirred at room temperature for 2 hours. To the reaction solution are added a saturated aqueous sodium bicarbonate solution and ethyl acetate, and th... Starting materials: CO, Cc1ccccc1, C=CCC(C)(C)C(=O)O, O=S(=O)(O)O. Yields the product C=CCC(C)(C)C(=O)OC. As a reaction SMILES: [CH3:10][OH:11].[CH3:17][c:18]1[cH:19][cH:20][cH:21][cH:22][cH:23]1.[CH3:1][C:2]([C:3](=[O:4])[OH:5])([CH2:6][CH:7]=[CH2:8])[CH3:9].[S:12](=[O:13])(=[O:14])([OH:15])[OH:16]>>[CH3:1][C:2]([C:3](=[O:4])[O:5][CH3:10])([CH2:6][CH:7]=[CH2:8])[CH3:9]. Starting materials: CCN(CC)S(F)(F)F, O=C(NC1CCC(O)CC1)N1CCN(c2ccnc3cc(Cl)ccc23)CC1, ClCCl. The product is O=C(NC1CC=CCC1)N1CCN(c2ccnc3cc(Cl)ccc23)CC1. As a reaction SMILES: [CH2:28]([N:29]([S:30]([F:31])([F:32])[F:33])[CH2:34][CH3:35])[CH3:36].[Cl:1][c:2]1[cH:3][cH:4][c:5]2[c:6]([N:12]3[CH2:13][CH2:14][N:15]([C:18](=[O:19])[NH:20][CH:21]4[CH2:22][CH2:23][CH:24]([OH:27])[CH2:25][CH2:26]4)[CH2:16][CH2:17]3)[cH:7][cH:8][n:9][c:10]2[cH:11]1.[Cl:37][CH2:38][Cl:39]>>[Cl:1][c:2]1[cH:3][cH:4][c:5]2[c:6]([N:12]3[CH2:13][CH2:14][N:15]([C:18](=[O:19])[NH:20][CH:21]4[CH2:22][CH:23]=[CH:24][CH2:25][CH2:26]4)[CH2:16][CH2:17]3)[cH:7][cH:8][n:9][c:10]2[cH:11]1. Starting materials: ClC=1C=C(C=CC1Cl)C(CC(=O)O)C(=O)OC.C1(=CC=CC=C1)[C@H](C)N ((+)-3-(3,4-dichlorophenyl)-3-methoxycarbonylpropionic acid·(S)-1-phenylethylamine), ice water, Cl (hydrochloric acid). Run in C(C)(=O)OCC (ethyl acetate). Yields the product ClC=1C=C(C=CC1Cl)C(CC(=O)O)C(=O)OC ((+)-3-(3,4-dichlorophenyl)-3-methoxycarbonylpropionic acid). Yield: 100.0%. As a reaction SMILES: [Cl:1][C:2]1[CH:3]=[C:4]([CH:9]([C:14]([O:16][CH3:17])=[O:15])[CH2:10][C:11]([OH:13])=[O:12])[CH:5]=[CH:6][C:7]=1[Cl:8].C1([C@@H](N)C)C=CC=CC=1.Cl>C(OCC)(=O)C>[Cl:1][C:2]1[CH:3]=[C:4]([CH:9]([C:14]([O:16][CH3:17])=[O:15])[CH2:10][C:11]([OH:13])=[O:12])[CH:5]=[CH:6][C:7]=1[Cl:8] |f:0.1|. Procedure details: 4.00 g (10.0 mmol) of (+)-3-(3,4-dichlorophenyl)-3-methoxycarbonylpropionic acid·(S)-1-phenylethylamine salt obtained in Example 24 was suspended in 12.0 ml of ethyl acetate and cooled with ice water. 12.1 ml of 1N hydrochloric acid was added thereto to decompose the salt and the organic layer was separated. The aqueous layer was extracted twice with 6.0 ml of ethyl acetate, then joined with the previously separated organic layer and washed with 10 ml each of 1N hydrochloric acid, water and a sa... Reactants: [BH4-], CC(C=O)NC(=O)OC(C)(C)C, CO, CC(C)[O-], CC(C)[O-], CC(C)[O-], CC(C)[O-], NC1CC1, [Na+], O, [Ti+4]. The product is CC(CNC1CC1)NC(=O)OC(C)(C)C. As a reaction SMILES: [BH4-:17].[C:1]([CH3:2])([CH3:3])([CH3:4])[O:5][C:6](=[O:7])[NH:8][CH:9]([CH:10]=[O:11])[CH3:12].[CH3:20][OH:21].[CH3:22][CH:23]([CH3:24])[O-:25].[CH3:27][CH:28]([CH3:29])[O-:30].[CH3:31][CH:32]([CH3:33])[O-:34].[CH3:35][CH:36]([CH3:37])[O-:38].[CH:13]1([NH2:16])[CH2:14][CH2:15]1.[Na+:18].[OH2:19].[Ti+4:26]>>[C:1]([CH3:2])([CH3:3])([CH3:4])[O:5][C:6](=[O:7])[NH:8][CH:9]([CH2:10][NH:16][CH:13]1[CH2:14][CH2:15]1)[CH3:12].